The task is: describe an organic reaction: reactants, conditions, products, and yield. This data is from the Open Reaction Database (ORD), a public repository of structured organic reaction records. Starting materials: N[C@H](C(=O)OC)CC1=CC=C(C=C1)C1=C(C=CC=C1)F (methyl (S)-2-amino-3-(2′-fluoro-biphenyl-4-yl)-propionate), FC1=C(C=CC=C1)C1=CC=C(C=C1)C[C@@H](C(=O)OC)NC(=O)[C@H]([C@](C(=O)O)(CCOC)O)\C=C\CCCCCCS(=O)(=O)CCCCCCC ((E)-(2S,3S)-3-[(S)-2-(2′-fluoro-biphenyl-4-yl)-1-methoxycarbonyl-ethylcarbamoyl]-11-(heptane-1-sulfonyl)-2-hydroxy-2-(2-methoxy-ethyl)-undec-4-enoic acid), N[C@H](C(=O)OC)CC1=CC=C(C=C1)OCC#CC (methyl (S)-2-amino-3-(4-but-2-ynyloxy-phenyl)-propionate), FC1=C(C=CC=C1)C1=CC=C(C=C1)C[C@@H](C(=O)OC)NC(=O)[C@H]([C@](C(=O)OC(C)(C)C)(CCOC)O)\C=C\CCCCCCS(=O)(=O)CCCCCCC (tert-butyl (E)-(2S,3S)-3-[(S)-2-(2′-fluoro-biphenyl-4-yl)-1-methoxycarbonyl-ethylcarbamoyl]-11-(heptane-1-sulfonyl)-2-hydroxy-2-(2-methoxy-ethyl)-undec-4-enoate). The product is FC1=C(C=CC=C1)C1=CC=C(C=C1)C[C@@H](C(=O)OC)NC(=O)[C@H]([C@](C(=O)OC(C)(C)C)(CCOC)O)\C=C\CCCCCCSCCCCCCC (tert-Butyl (E)-(2S,3S)-3-[(S)-2-(2′-fluoro-biphenyl-4-yl)-1-methoxycarbonyl-ethylcarbamoyl]-11-heptylsulfanyl-2-hydroxy-2-(2-methoxy-ethyl)-undec-4-enoate). As a reaction SMILES: N[C@@H](CC1C=CC(C2C=CC=CC=2F)=CC=1)C(OC)=O.N[C@@H](CC1C=CC(OCC#CC)=CC=1)C(OC)=O.[F:39][C:40]1[CH:45]=[CH:44][CH:43]=[CH:42][C:41]=1[C:46]1[CH:51]=[CH:50][C:49]([CH2:52][C@H:53]([NH:58][C:59]([C@@H:61](/[CH:75]=[CH:76]/[CH2:77][CH2:78][CH2:79][CH2:80][CH2:81][CH2:82][S:83]([CH2:86][CH2:87][CH2:88][CH2:89][CH2:90][CH2:91][CH3:92])(=O)=O)[C@@:62]([OH:74])([CH2:70][CH2:71][O:72][CH3:73])[C:63]([O:65][C:66]([CH3:69])([CH3:68])[CH3:67])=[O:64])=[O:60])[C:54]([O:56][CH3:57])=[O:55])=[CH:48][CH:47]=1.FC1C=CC=CC=1C1C=CC(C[C@H](NC([C@@H](/C=C/CCCCCCS(CCCCCCC)(=O)=O)[C@@](O)(CCOC)C(O)=O)=O)C(OC)=O)=CC=1>>[F:39][C:40]1[CH:45]=[CH:44][CH:43]=[CH:42][C:41]=1[C:46]1[CH:51]=[CH:50][C:49]([CH2:52][C@H:53]([NH:58][C:59]([C@@H:61](/[CH:75]=[CH:76]/[CH2:77][CH2:78][CH2:79][CH2:80][CH2:81][CH2:82][S:83][CH2:86][CH2:87][CH2:88][CH2:89][CH2:90][CH2:91][CH3:92])[C@@:62]([OH:74])([CH2:70][CH2:71][O:72][CH3:73])[C:63]([O:65][C:66]([CH3:69])([CH3:68])[CH3:67])=[O:64])=[O:60])[C:54]([O:56][CH3:57])=[O:55])=[CH:48][CH:47]=1. Procedure: tert-Butyl (E)-(2S,3S)-3-[(S)-2-(2′-fluoro-biphenyl-4-yl)-1-methoxycarbonyl-ethylcarbamoyl]-11-heptylsulfanyl-2-hydroxy-2-(2-methoxy-ethyl)-undec-4-enoate (ESI (LC/MS positive mode) m/z 744 (M+H); Rt 3.77 min.) was synthesized by using methyl (S)-2-amino-3-(2′-fluoro-biphenyl-4-yl)-propionate and conditions at 50° C., for 1.5 days instead of methyl (S)-2-amino-3-(4-but-2-ynyloxy-phenyl)-propionate and the conditions in Step C-6. Then, tert-butyl (E)-(2S,3S)-3-[(S)-2-(2′-fluoro-biphenyl-4-yl)-1-m... The reactants are C(=O)=O (CO2), CC1=CC=C(C=C1)C1=CCC(C2=CC=C(C=C12)Br)(C)C (3,4-dihydro-1-(4-methylphenyl)-4,4-dimethyl-7-bromonaphthalene), CC1=CC=C(C=C1)C1=CCC(C2=CC=C(C=C12)Br)(C)C (3,4-dihydro-1-(4-methylphenyl)-4,4-dimethyl-7-bromonaphthalene), C(C)(C)(C)[Li] (t-butyllithium). Solvent: C1CCOC1 (THF). The product is CC1(C=2C=CC(=CC2C(=CC1)C1=CC=C(C=C1)C)C(=O)O)C (5,6-Dihydro-5,5-dimethyl-8-(4-methylphenyl)-2-naphthalenecarboxylic acid). As a reaction SMILES: [CH3:1][C:2]1[CH:7]=[CH:6][C:5]([C:8]2[C:17]3[C:12](=[CH:13][CH:14]=[C:15](Br)[CH:16]=3)[C:11]([CH3:20])([CH3:19])[CH2:10][CH:9]=2)=[CH:4][CH:3]=1.C([Li])(C)(C)C.[C:26](=[O:28])=[O:27]>C1COCC1>[CH3:19][C:11]1([CH3:20])[CH2:10][CH:9]=[C:8]([C:5]2[CH:4]=[CH:3][C:2]([CH3:1])=[CH:7][CH:6]=2)[C:17]2[CH:16]=[C:15]([C:26]([OH:28])=[O:27])[CH:14]=[CH:13][C:12]1=2. Procedure: A solution of 3,4-dihydro-1-(4-methylphenyl)-4,4-dimethyl-7-bromonaphthalene (Compound D) (250.0 mg, 0.764 mmol) in 2.0 ml of THF was cooled to −78° C. and 1.0 ml of t-butyllithium (1.68 mmol, 1.7 M solution in pentane) was added slowly. After stirring for 1 hour at −78° C. gaseous CO2 (generated by evaporation of Dry-Ice, and passed though a drying tube) was bubbled through the reaction for 1 hour. The solution was then allowed to warm to room temperature and the reaction was quenched by the ad... Reactants: O=C1CCC(=O)N1Br, Cc1nc(NC(=O)OC(C)(C)C)sc1C(=O)NCc1ccccc1, CC#N. Product: CC(C)(C)OC(=O)Nc1nc(CBr)c(C(=O)NCc2ccccc2)s1. RXN SMILES: [Br:25][N:26]1[C:27](=[O:28])[CH2:29][CH2:30][C:31]1=[O:32].[CH2:1]([c:2]1[cH:3][cH:4][cH:5][cH:6][cH:7]1)[NH:8][C:9](=[O:10])[c:11]1[c:12]([CH3:24])[n:13][c:14]([NH:16][C:17](=[O:18])[O:19][C:20]([CH3:21])([CH3:22])[CH3:23])[s:15]1.[CH3:33][C:34]#[N:35]>>[CH2:1]([c:2]1[cH:3][cH:4][cH:5][cH:6][cH:7]1)[NH:8][C:9](=[O:10])[c:11]1[c:12]([CH2:24][Br:25])[n:13][c:14]([NH:16][C:17](=[O:18])[O:19][C:20]([CH3:21])([CH3:22])[CH3:23])[s:15]1. Starting materials: C(C(C)C)(=O)N1CCC(=CC1)C1=CC=C(C=C1)NC(=O)N1CC=2C=NC=CC2C1 (N-[4-(1-isobutyryl-1,2,3,6-tetrahydropyridin-4-yl)phenyl]-1,3-dihydro-2H-pyrrolo[3,4-c]pyridine-2-carboxamide). The reagents and catalysts are [Pd] (Pd—C). Run in CO (methanol). Reaction conditions: time 16 hour. Yields the product C(C(C)C)(=O)N1CCC(CC1)C1=CC=C(C=C1)NC(=O)N1CC=2C=NC=CC2C1 (N-[4-(1-isobutyrylpiperidin-4-yl)phenyl]-1,3-dihydro-2H-pyrrolo[3,4-c]pyridine-2-carboxamide). As a reaction SMILES: [C:1]([N:6]1[CH2:11][CH:10]=[C:9]([C:12]2[CH:17]=[CH:16][C:15]([NH:18][C:19]([N:21]3[CH2:29][C:28]4[CH:27]=[CH:26][N:25]=[CH:24][C:23]=4[CH2:22]3)=[O:20])=[CH:14][CH:13]=2)[CH2:8][CH2:7]1)(=[O:5])[CH:2]([CH3:4])[CH3:3]>[Pd].CO>[C:1]([N:6]1[CH2:11][CH2:10][CH:9]([C:12]2[CH:13]=[CH:14][C:15]([NH:18][C:19]([N:21]3[CH2:29][C:28]4[CH:27]=[CH:26][N:25]=[CH:24][C:23]=4[CH2:22]3)=[O:20])=[CH:16][CH:17]=2)[CH2:8][CH2:7]1)(=[O:5])[CH:2]([CH3:4])[CH3:3]. Procedure details: N-[4-(1-isobutyryl-1,2,3,6-tetrahydropyridin-4-yl)phenyl]-1,3-dihydro-2H-pyrrolo[3,4-c]pyridine-2-carboxamide (50 mg, 0.128 mmol) and methanol (10 ml) were added to 5% Pd—C, wet (10.00 mg, 0.094 mmol) in a 50 ml pressure bottle and stirred for 16 hours at 30 psi and room temperature. The mixture was filtered through a nylon membrane and concentrated. Chromatography provided the title compound. 1H NMR (500 MHz, DMSO-d6) δ ppm 8.60 (s, 1H), 8.50 (d, J=5.0 Hz, 1H), 8.35 (s, 1H), 7.49-7.40 (m, 3H), ... The reactants are resultant mixture, [H-].[Na+] (sodium hydride), ClC=1N(N=C2CCCCC12)C=1C(=CC2=C(NC(S2)=O)C1)F (3-chloro-2-(6-fluoro-2(3H)-benzothiazolon-5-yl)-4,5,6,7-tetrahydro-2H-indazole), C(C#C)Br (propargyl bromide), O (Water). Solvent: CN(C=O)C (N,N-dimethylformamide). Conditions: temperature 0 celsius, time 30 minute. Product: ClC=1N(N=C2CCCCC12)C=1C(=CC2=C(N(CS2=O)CC#C)C1)F (3-chloro-2-[6-fluoro-3-(2-propynyl)-2H-benzothiazolon5-yl]-4,5,6,7-tetrahydro-2H-indazole). Reaction SMILES: [H-].[Na+].[Cl:3][C:4]1[N:5]([C:13]2[C:14]([F:23])=[CH:15][C:16]3[S:20][C:19](=O)[NH:18][C:17]=3[CH:22]=2)[N:6]=[C:7]2[C:12]=1[CH2:11][CH2:10][CH2:9][CH2:8]2.[CH2:24](Br)[C:25]#[CH:26].[OH2:28]>CN(C)C=O>[Cl:3][C:4]1[N:5]([C:13]2[C:14]([F:23])=[CH:15][C:16]3[S:20](=[O:28])[CH2:19][N:18]([CH2:24][C:25]#[CH:26])[C:17]=3[CH:22]=2)[N:6]=[C:7]2[C:12]=1[CH2:11][CH2:10][CH2:9][CH2:8]2 |f:0.1|. Procedure: A suspension of sodium hydride (60 % oil; 50 mg) in N,N-dimethylformamide (3 ml) was cooled to 0° C., and 3-chloro-2-(6-fluoro-2(3H)-benzothiazolon-5-yl)-4,5,6,7-tetrahydro-2H-indazole (390 mg) was added thereto at 0° C., followed by stirring at the same temperature for 30 minutes. To the suspension, propargyl bromide (160 mg) was added, and the resultant mixture was heated to a temperature of 50° to 60° C. and allowed to react at the same temperature for 2 to 3 hours. Water was added to the rea... Reactants: C(C)(=O)OC(C)=O (acetic anhydride), N1(CCNCC1)C=1N=CC2=C(N1)NC=C(C2=O)C(=O)O (5,8-dihydro-2-(1-piperazinyl)-5-oxopyrido[2,3-d] pyrimidine-6-carboxylic acid). The solvent is C(=O)O (Formic acid). Run at temperature 50 celsius. The product is C(=O)N1CCN(CC1)C=1N=CC2=C(N1)NC=C(C2=O)C(=O)O (5,8-dihydro-2-(4-formyl-1-piperazinyl)-5-oxopyrido[2,3-d]pyrimidine-6-carboxylic acid). Reaction SMILES: [C:1](OC(=O)C)(=[O:3])C.[N:8]1([C:14]2[N:15]=[CH:16][C:17]3[C:23](=[O:24])[C:22]([C:25]([OH:27])=[O:26])=[CH:21][NH:20][C:18]=3[N:19]=2)[CH2:13][CH2:12][NH:11][CH2:10][CH2:9]1>C(O)=O>[CH:1]([N:11]1[CH2:10][CH2:9][N:8]([C:14]2[N:15]=[CH:16][C:17]3[C:23](=[O:24])[C:22]([C:25]([OH:27])=[O:26])=[CH:21][NH:20][C:18]=3[N:19]=2)[CH2:13][CH2:12]1)=[O:3]. Procedure details: Formic acid (140 ml) was added dropwise to acetic anhydride (200 ml) cooled on an ice bath. The solution was heated at 50° C. for 15 minutes and then cooled to 5° C. To the solution, 5,8-dihydro-2-(1-piperazinyl)-5-oxopyrido[2,3-d] pyrimidine-6-carboxylic acid (70 g) was added. The mixture was heated at 80° C. for 3 hours and then cooled. The crystals precipitated were collected by filtration and washed with ethyl ether to give 5,8-dihydro-2-(4-formyl-1-piperazinyl)-5-oxopyrido[2,3-d]pyrimidine-... Reactants: C(CCC)N(C(=O)C1CCCCC1)C1=NN(C=C1)C (N-Butyl-N-(1-methylpyrazol-3-yl) cyclohexane carboxamide), S(=O)(=O)(Cl)Cl (sulphuryl chloride). Solvent: C1=CC=CC=C1 (benzene). Run at time 12 hour. The product is C(CCC)N(C(=O)C1CCCCC1)C1=NN(C=C1Cl)C (N-Butyl-N-(1-methyl-4-chloropyrazol-3-yl)cyclohexane carboxamide). As a reaction SMILES: [CH2:1]([N:5]([C:14]1[CH:18]=[CH:17][N:16]([CH3:19])[N:15]=1)[C:6]([CH:8]1[CH2:13][CH2:12][CH2:11][CH2:10][CH2:9]1)=[O:7])[CH2:2][CH2:3][CH3:4].S(Cl)([Cl:23])(=O)=O>C1C=CC=CC=1>[CH2:1]([N:5]([C:14]1[C:18]([Cl:23])=[CH:17][N:16]([CH3:19])[N:15]=1)[C:6]([CH:8]1[CH2:13][CH2:12][CH2:11][CH2:10][CH2:9]1)=[O:7])[CH2:2][CH2:3][CH3:4]. Procedure: N-Butyl-N-(1-methylpyrazol-3-yl) cyclohexane carboxamide (1.3 g, 0.0049 m) in dry benzene (15 cc) was cooled at 0° C. while sulphuryl chloride (0.67 g, 0.0049 m) was added slowly. The cooling bath was then removed and the solution was kept at room temperature for 12 hours. The solvent was then evaporated and the residue crystalled from ether/petrol (40°-60° C.) as white prisms, 1.0 g, m.p. 110°-112° C.